This data is from the Open Reaction Database (ORD), a public repository of structured organic reaction records. The task is: describe an organic reaction: reactants, conditions, products, and yield Reactants: CC1=C2[C@H](C(=O)[C@@]3([C@H](C[C@@H]4[C@]([C@H]3[C@@H]([C@@](C2(C)C)(C[C@@H]1OC(=O)C)O)O)(CO4)OC(=O)C)OC(=O)C)C)OC(=O)C (2-debenzoyl-7,13-diacetylbaccatin III), [7-14C]benzoyl coenzyme A. The solvent is C(C)#N (acetonitrile). Run at time 30 minute. Yields the product CC1=C2[C@H](C(=O)[C@@]3([C@H](C[C@@H]4[C@]([C@H]3[C@@H]([C@@](C2(C)C)(C[C@@H]1OC(=O)C)O)OC(=O)C5=CC=CC=C5)(CO4)OC(=O)C)OC(=O)C)C)OC(=O)C (7,13-diacetylbaccatin III). RXN SMILES: [CH3:1][C:2]1[C@@H:19]([O:20][C:21]([CH3:23])=[O:22])[CH2:18][C@:14]2([OH:24])[C:15]([CH3:17])([CH3:16])[C:3]=1[C@@H:4]([O:37][C:38]([CH3:40])=[O:39])[C:5]([C@@:7]1([CH3:36])[C@H:12]([C@@H:13]2[OH:25])[C@:11]2([O:28][C:29]([CH3:31])=[O:30])[CH2:26][O:27][C@@H:10]2[CH2:9][C@@H:8]1[O:32][C:33]([CH3:35])=[O:34])=[O:6]>C(#N)C>[CH3:1][C:2]1[C@@H:19]([O:20][C:21]([CH3:23])=[O:22])[CH2:18][C@:14]2([OH:24])[C:15]([CH3:16])([CH3:17])[C:3]=1[C@@H:4]([O:37][C:38]([CH3:40])=[O:39])[C:5]([C@@:7]1([CH3:36])[C@H:12]([C@@H:13]2[O:25][C:5]([C:7]2[CH:12]=[CH:11][CH:10]=[CH:9][CH:8]=2)=[O:6])[C@:11]2([O:28][C:29]([CH3:31])=[O:30])[CH2:26][O:27][C@@H:10]2[CH2:9][C@@H:8]1[O:32][C:33]([CH3:35])=[O:34])=[O:6]. Procedure details: A 1-mL aliquot of each soluble enzyme preparation was incubated with 2-debenzoyl-7,13-diacetylbaccatin III (500 μM) and [7-14C]benzoyl coenzyme A (500 μM, 9.3 μCi) for 1.5 hours at 31° C. The reaction mixtures were extracted with ether (2 mL), and the organic phases were removed and concentrated in vacuo. The resulting crude products of the assay were dissolved in acetonitrile (50 μL) and analyzed by radio-HPLC using a Perkin Elmer HPLC ISS 200 coupled to a PACKARD RADIOMATIC™ radioactivity dete... Reactants: O=C([O-])[O-], CCOC(C)=O, [I-], Ic1ccsc1, [K+], [K+], NC1CCCCC1N, C1COCCO1, O, NC(=O)Cc1cccc2ccccc12. The product is O=C(Cc1cccc2ccccc12)Nc1ccsc1. As a reaction SMILES: [C:30](=[O:31])([O-:32])[O-:33].[CH3:43][CH2:44][O:45][C:46](=[O:47])[CH3:48].[I-:29].[I:15][c:16]1[cH:17][s:18][cH:19][cH:20]1.[K+:34].[K+:35].[NH2:21][CH:22]1[CH2:23][CH2:24][CH2:25][CH2:26][CH:27]1[NH2:28].[O:36]1[CH2:37][CH2:38][O:39][CH2:40][CH2:41]1.[OH2:42].[c:1]1([CH2:11][C:12](=[O:13])[NH2:14])[cH:2][cH:3][cH:4][c:5]2[cH:6][cH:7][cH:8][cH:9][c:10]12>>[c:1]1([CH2:11][C:12](=[O:13])[NH:14][c:16]2[cH:17][s:18][cH:19][cH:20]2)[cH:2][cH:3][cH:4][c:5]2[cH:6][cH:7][cH:8][cH:9][c:10]12.